This data is from the Open Reaction Database (ORD), a public repository of structured organic reaction records. The task is: describe an organic reaction: reactants, conditions, products, and yield Procedure: A solution of 2-methoxy-6-nitro-benzenesulfonamide (904 mg, 3.89 mmol) and N,N-dimethyl-formamide dimethyl-acetal (0.78 mL, 5.83 mmol) in DMF (20 mL) is heated for 30 min to 60° C. Evaporation of volatiles at 50° C. under reduced pressure, addition of MeOH to the solid residue, and filtration gives N-[1-dimethylamino-methylidene]-2-nitro-6-methoxy-benzenesulfonamide. Solvent: CN(C)C=O (DMF). Starting materials: COC1=C(C(=CC=C1)[N+](=O)[O-])S(=O)(=O)N (2-methoxy-6-nitro-benzenesulfonamide), COC(N(C)C)OC (N,N-dimethyl-formamide dimethyl-acetal). Yields the product CN(C=NS(=O)(=O)C1=C(C=CC=C1OC)[N+](=O)[O-])C (N-[1-dimethylamino-methylidene]-2-nitro-6-methoxy-benzenesulfonamide). As a reaction SMILES: [CH3:1][O:2][C:3]1[CH:8]=[CH:7][CH:6]=[C:5]([N+:9]([O-:11])=[O:10])[C:4]=1[S:12]([NH2:15])(=[O:14])=[O:13].CO[CH:18](OC)[N:19]([CH3:21])[CH3:20]>CN(C=O)C>[CH3:18][N:19]([CH3:21])[CH:20]=[N:15][S:12]([C:4]1[C:3]([O:2][CH3:1])=[CH:8][CH:7]=[CH:6][C:5]=1[N+:9]([O-:11])=[O:10])(=[O:14])=[O:13]. Starting materials: CCCC[SnH](CCCC)CCCC, CCN(C)N1C(=O)C(=Cc2cc(C(C)(C)C)c(O)c(C(C)(C)C)c2)SC1=S, CCCCCC, CCOC(C)=O, Cc1ccccc1, ClC(Cl)Cl, Cl, CC(C)(C#N)N=NC(C)(C)C#N. The product is CCN(C)N1CSC(=Cc2cc(C(C)(C)C)c(O)c(C(C)(C)C)c2)C1=O. As a reaction SMILES: [CH2:28]([SnH:29]([CH2:30][CH2:31][CH2:32][CH3:33])[CH2:34][CH2:35][CH2:36][CH3:37])[CH2:38][CH2:39][CH3:40].[CH3:1][C:2]([CH3:3])([CH3:4])[c:5]1[cH:6][c:7]([CH:16]=[C:17]2[C:18](=[O:27])[N:19]([N:23]([CH3:24])[CH2:25][CH3:26])[C:20](=[S:22])[S:21]2)[cH:8][c:9]([C:12]([CH3:13])([CH3:14])[CH3:15])[c:10]1[OH:11].[CH3:58][CH2:59][CH2:60][CH2:61][CH2:62][CH3:63].[CH3:64][CH2:65][O:66][C:67](=[O:68])[CH3:69].[CH3:70][c:71]1[cH:72][cH:73][cH:74][cH:75][cH:76]1.[CH:54]([Cl:55])([Cl:56])[Cl:57].[ClH:53].[N:41]#[C:42][C:43]([N:44]=[N:45][C:46]([C:47]#[N:48])([CH3:49])[CH3:50])([CH3:51])[CH3:52]>>[CH3:1][C:2]([CH3:3])([CH3:4])[c:5]1[cH:6][c:7]([CH:16]=[C:17]2[C:18](=[O:27])[N:19]([N:23]([CH3:24])[CH2:25][CH3:26])[CH2:20][S:21]2)[cH:8][c:9]([C:12]([CH3:13])([CH3:14])[CH3:15])[c:10]1[OH:11]. Reactants: N[C@@H](C[C@@](C(=O)O)(C)CO)CC1=CC=C(C=C1)C1=CC=CC=C1 ((2S,4R)-4-Amino-5-biphenyl-4-yl-2-hydroxymethyl-2-methylpentanoic acid), CCO (EtOH), Cl (HCl). Solvent: O1CCOCC1 (1,4-dioxane). Run at time 8 hour. Yields the product C(C)OC([C@](C[C@@H](CC1=CC=C(C=C1)C1=CC=CC=C1)N)(C)CO)=O ((2S,4R)-4-Amino-5-biphenyl-4-yl-2-hydroxymethyl-2-methylpentanoic Acid Ethyl Ester). Reaction SMILES: [NH2:1][C@H:2]([CH2:11][C:12]1[CH:17]=[CH:16][C:15]([C:18]2[CH:23]=[CH:22][CH:21]=[CH:20][CH:19]=2)=[CH:14][CH:13]=1)[CH2:3][C@:4]([CH2:9][OH:10])([CH3:8])[C:5]([OH:7])=[O:6].[CH3:24][CH2:25]O.Cl>O1CCOCC1>[CH2:24]([O:6][C:5](=[O:7])[C@@:4]([CH2:9][OH:10])([CH3:8])[CH2:3][C@H:2]([NH2:1])[CH2:11][C:12]1[CH:13]=[CH:14][C:15]([C:18]2[CH:23]=[CH:22][CH:21]=[CH:20][CH:19]=2)=[CH:16][CH:17]=1)[CH3:25]. Reported procedure: (2S,4R)-4-Amino-5-biphenyl-4-yl-2-hydroxymethyl-2-methylpentanoic acid (0.3 g, 957 μmol) was combined with EtOH (6 mL) and 4 M of HCl in 1,4-dioxane (718 μL), and stirred overnight. The solvents were evaporated and the product was azeotroped with toluene (2×) to yield the title compound (295 mg), which was used without further purification. RXN SMILES: [CH3:12][O:13][CH2:14][CH2:15][CH2:16][OH:17].[CH3:1][c:2]1[cH:3][cH:4][c:5]([S:8](=[O:9])(=[O:10])[Cl:11])[cH:6][cH:7]1.[OH2:24].[cH:18]1[cH:19][cH:20][n:21][cH:22][cH:23]1>>[CH3:1][c:2]1[cH:3][cH:4][c:5]([S:8](=[O:9])(=[O:10])[O:17][CH2:16][CH2:15][CH2:14][O:13][CH3:12])[cH:6][cH:7]1. The reactants are COCCCO, Cc1ccc(S(=O)(=O)Cl)cc1, O, c1ccncc1. Product: COCCCOS(=O)(=O)c1ccc(C)cc1. Reaction SMILES: CC1(C)[O:7][C@H:6]2[C@H:8]([OH:13])[C@H:9]([OH:12])[CH2:10][O:11][C@H:5]2[CH2:4][O:3]1.Cl>CO>[OH:3][CH2:4][C@H:5]1[C@@H:6]([OH:7])[C@H:8]([OH:13])[C@H:9]([OH:12])[CH2:10][O:11]1. Product: OC[C@@H]1OC[C@H]([C@H]([C@@H]1O)O)O ((+)-(2S,3S,4R,5R)-2-hydroxymethyl-tetrahydro-pyran-3,4,5-triol). Run in CO (MeOH). Procedure: To a solution of (+)-(4aS,7R,8R,8aS)-2,2-dimethyl-hexahydro-pyrano[3,2-d][1,3]dioxine-7,8-diol (36 mg, 0.18 mmol) in MeOH (2 mL) was added a solution of methanolic HCl (0.5 mL, prepared from 0.5 mL conc. HCl in 30 mL of MeOH). The solution was stirred for 1 H at ambient temperature and concentrated in vacuo. Starting materials: CC1(OC[C@H]2[C@@H](O1)[C@@H]([C@@H](CO2)O)O)C ((+)-(4aS,7R,8R,8aS)-2,2-dimethyl-hexahydro-pyrano[3,2-d][1,3]dioxine-7,8-diol), Cl (HCl).